The task is: describe an organic reaction: reactants, conditions, products, and yield. This data is from the Open Reaction Database (ORD), a public repository of structured organic reaction records. Reactants: Cl, CCc1nnn(C2CC(n3cnc4c(NCC(c5ccc(O)cc5)c5ccc(O)cc5)nc(N5CCC(N)C5)nc43)C(O)C2O)n1, CCc1nnn(C2CC(n3cnc4c(NCC(c5ccccc5)c5ccccc5)nc(N5CCC(NC(=O)Nc6ccncc6)C5)nc43)C(O)C2O)n1. Product: Cl, CCc1nnn(C2CC(n3cnc4c(NCC(c5ccc(O)cc5)c5ccc(O)cc5)nc(N5CCC(NC(=O)Nc6ccncc6)C5)nc43)C(O)C2O)n1. RXN SMILES: [ClH:47].[NH2:1][CH:2]1[CH2:3][N:4]([c:7]2[n:8][c:9]([NH:30][CH2:31][CH:32]([c:33]3[cH:34][cH:35][c:36]([OH:39])[cH:37][cH:38]3)[c:40]3[cH:41][cH:42][c:43]([OH:46])[cH:44][cH:45]3)[c:10]3[n:11][cH:12][n:13]([CH:16]4[CH:17]([OH:29])[CH:18]([OH:28])[CH:19]([n:21]5[n:22][c:23]([CH2:26][CH3:27])[n:24][n:25]5)[CH2:20]4)[c:14]3[n:15]2)[CH2:5][CH2:6]1.[c:48]1([CH:49]([c:50]2[cH:51][cH:52][cH:53][cH:54][cH:55]2)[CH2:56][NH:57][c:58]2[n:59][c:60]([N:61]3[CH2:62][CH2:63][CH:64]([NH:65][C:72](=[O:73])[NH:74][c:75]4[cH:76][cH:77][n:78][cH:79][cH:80]4)[CH2:66]3)[n:67][c:68]3[c:69]2[n:70][cH:71][n:81]3[CH:82]2[CH2:83][CH:84]([n:85]3[n:86][n:87][c:88]([CH2:89][CH3:90])[n:91]3)[CH:92]([OH:93])[CH:94]2[OH:95])[cH:96][cH:97][cH:98][cH:99][cH:100]1>>[ClH:47].[NH:1]([CH:2]1[CH2:3][N:4]([c:7]2[n:8][c:9]([NH:30][CH2:31][CH:32]([c:33]3[cH:34][cH:35][c:36]([OH:39])[cH:37][cH:38]3)[c:40]3[cH:41][cH:42][c:43]([OH:46])[cH:44][cH:45]3)[c:10]3[n:11][cH:12][n:13]([CH:16]4[CH:17]([OH:29])[CH:18]([OH:28])[CH:19]([n:21]5[n:22][c:23]([CH2:26][CH3:27])[n:24][n:25]5)[CH2:20]4)[c:14]3[n:15]2)[CH2:5][CH2:6]1)[C:72](=[O:73])[NH:74][c:75]1[cH:76][cH:77][n:78][cH:79][cH:80]1. Starting materials: CC=1C=C(C=CC1C(F)(F)F)C1=NC=2N(C(=C1)C(F)(F)F)N=CC2C(=O)O (5-(3-methyl-4-trifluoromethyl-phenyl)-7-trifluoromethyl-pyrazolo[1,5-a]pyrimidine-3-carboxylic acid), NC1=NC=C(C(=N)NO)C=C1 (6-amino-N-hydroxy-nicotinamidine). The product is CC=1C=C(C=CC1C(F)(F)F)C1=NC=2N(C(=C1)C(F)(F)F)N=CC2C2=NC(=NO2)C=2C=CC(=NC2)N (5-{5-[5-(3-Methyl-4-trifluoromethyl-phenyl)-7-trifluoromethyl-pyrazolo[1,5-a]pyrimidin-3-yl]-[1,2,4]oxadiazol-3-yl}-pyridin-2-ylamine). As a reaction SMILES: [CH3:1][C:2]1[CH:3]=[C:4]([C:12]2[CH:17]=[C:16]([C:18]([F:21])([F:20])[F:19])[N:15]3[N:22]=[CH:23][C:24]([C:25](O)=[O:26])=[C:14]3[N:13]=2)[CH:5]=[CH:6][C:7]=1[C:8]([F:11])([F:10])[F:9].[NH2:28][C:29]1[CH:38]=[CH:37][C:32]([C:33]([NH:35]O)=[NH:34])=[CH:31][N:30]=1>>[CH3:1][C:2]1[CH:3]=[C:4]([C:12]2[CH:17]=[C:16]([C:18]([F:21])([F:19])[F:20])[N:15]3[N:22]=[CH:23][C:24]([C:25]4[O:26][N:35]=[C:33]([C:32]5[CH:37]=[CH:38][C:29]([NH2:28])=[N:30][CH:31]=5)[N:34]=4)=[C:14]3[N:13]=2)[CH:5]=[CH:6][C:7]=1[C:8]([F:9])([F:11])[F:10]. Reported procedure: The title compound was prepared from 5-(3-methyl-4-trifluoromethyl-phenyl)-7-trifluoromethyl-pyrazolo[1,5-a]pyrimidine-3-carboxylic acid (example C.8) (195 mg, 0.5 mmol) and 6-amino-N-hydroxy-nicotinamidine (example B.4) (114 mg, 0.75 mmol) according to general procedure II. Obtained after purification by flash chromatography (ethyl acetate/heptane) and crystallization (dichloromethane/hexane) as a yellow solid (98 mg, 39%). MS (ISP) 506.2 [(M+H)+]; mp 220° C. Reactants: Oc1ccc(Br)cc1, OC(CCl)CCCl, [Na+], [OH-], O. The product is OC(CCCl)COc1ccc(Br)cc1. RXN SMILES: [Br:10][c:11]1[cH:12][cH:13][c:14]([OH:17])[cH:15][cH:16]1.[Cl:3][CH2:4][CH:5]([CH2:6][CH2:7][Cl:8])[OH:9].[Na+:2].[OH-:1].[OH2:18]>>[CH2:4]([CH:5]([CH2:6][CH2:7][Cl:8])[OH:9])[O:17][c:14]1[cH:13][cH:12][c:11]([Br:10])[cH:16][cH:15]1.